This data is from the Open Reaction Database (ORD), a public repository of structured organic reaction records. The task is: describe an organic reaction: reactants, conditions, products, and yield Reactants: Cc1ccc2[nH]cc(C3=C(Br)C(=O)N(C)C3=O)c2c1, O=C([O-])[O-], CI, [Cl-], [K+], [K+], [Na+], CN(C)C=O. Product: Cc1ccc2c(c1)c(C1=C(Br)C(=O)N(C)C1=O)cn2C. As a reaction SMILES: [Br:9][C:10]1=[C:15]([c:16]2[cH:17][nH:18][c:19]3[cH:20][cH:21][c:22]([CH3:25])[cH:23][c:24]23)[C:14](=[O:26])[N:13]([CH3:27])[C:11]1=[O:12].[C:1](=[O:2])([O-:3])[O-:4].[CH3:7][I:8].[Cl-:29].[K+:5].[K+:6].[Na+:28].[O:30]=[CH:31][N:32]([CH3:33])[CH3:34]>>[CH3:1][n:18]1[cH:17][c:16]([C:15]2=[C:10]([Br:9])[C:11](=[O:12])[N:13]([CH3:27])[C:14]2=[O:26])[c:24]2[c:19]1[cH:20][cH:21][c:22]([CH3:25])[cH:23]2. Reactants: BrC(C(=O)O)C (2-bromopropionic acid), C(C1=CC=CC=C1)O (benzyl alcohol), C1(CCCCC1)N=C=NC1CCCCC1 (dicyclohexylcarbodiimide), imide, carboxylic acid. The reagents and catalysts are CN(C1=CC=NC=C1)C (4-dimethylaminopyridine). The solvent is C(Cl)Cl (methylene chloride), C(Cl)Cl (methylene chloride). Product: C(C1=CC=CC=C1)OC(C(C)Br)=O (Benzyl-2-Bromopropionate). RXN SMILES: [Br:1][CH:2]([CH3:6])[C:3]([OH:5])=[O:4].[CH2:7](O)[C:8]1[CH:13]=[CH:12][CH:11]=[CH:10][CH:9]=1.C1(N=C=NC2CCCCC2)CCCCC1>C(Cl)Cl.CN(C)C1C=CN=CC=1>[CH2:7]([O:4][C:3](=[O:5])[CH:2]([Br:1])[CH3:6])[C:8]1[CH:13]=[CH:12][CH:11]=[CH:10][CH:9]=1. Procedure: 20.0 g (0.13 moles) of 2-bromopropionic acid were stirred with 14.1 g (0.13 moles) of benzyl alcohol in dry methylene chloride at 5°-10° C., before 0.16 g (1.3e-3 moles) of 4-dimethylaminopyridine (DMAP) were added. The temperature was raised to ~15° C. before a solution of dicyclohexylcarbodiimide (DCC) (26.7 g, 0.13 moles) in dry methylene chloride was added dropwise. The solution was added at a rate as to not increase the reaction temperature above 35° C. After the imide addition was complete... The reactants are C(C)OC(=O)C=1C=NC=C(C1)C(=O)OCC (pyridine-3,5-dicarboxylic acid diethyl ester). Reagents/catalysts: O=[Pt]=O (PtO2). Run in CCO (EtOH), CC(=O)O (HOAc). Yields the product C(C)(=O)O.C(C)OC(=O)C1CNCC(C1)C(=O)OCC (Piperidine-3,5-dicarboxylic acid diethyl ester acetate). Reaction SMILES: [CH2:1]([O:3][C:4]([C:6]1[CH:7]=[N:8][CH:9]=[C:10]([C:12]([O:14][CH2:15][CH3:16])=[O:13])[CH:11]=1)=[O:5])[CH3:2]>CCO.CC(O)=O.O=[Pt]=O>[C:4]([OH:5])(=[O:3])[CH3:6].[CH2:15]([O:14][C:12]([CH:10]1[CH2:11][CH:6]([C:4]([O:3][CH2:1][CH3:2])=[O:5])[CH2:7][NH:8][CH2:9]1)=[O:13])[CH3:16] |f:4.5|. Procedure: Hydrogenate pyridine-3,5-dicarboxylic acid diethyl ester (13.4 g, 60.0 mmol) in EtOH (100 mL) and HOAc (35 mL) with PtO2 (2.7 g, cat.) overnight at room temperature and 60 psi. Filter through celite and concentrated to dryness. Partition between sat. aq NaHCO3 and CHCl3. Extract 3× with CHCl3. Wash with sat. aq NaHCO3, wash with brine, dry over Na2SO4, filter and concentrate to dryness. MS(IS) 231.1 (M+2); Carried on without further purification.